Dataset: the Open Reaction Database (ORD), a public repository of structured organic reaction records. Task: describe an organic reaction: reactants, conditions, products, and yield The reactants are CS(=O)(=O)Cl, CN(C)C=O, NNc1ccnc2c(NC(=O)c3c(Cl)cccc3Cl)cccc12, c1ccncc1. Yields the product CS(=O)(=O)NNc1ccnc2c(NC(=O)c3c(Cl)cccc3Cl)cccc12. Reaction SMILES: [CH3:24][S:25]([Cl:26])(=[O:27])=[O:28].[CH3:35][N:36]([CH3:37])[CH:38]=[O:39].[Cl:1][c:2]1[c:3]([C:4](=[O:5])[NH:6][c:7]2[cH:8][cH:9][cH:10][c:11]3[c:12]([NH:17][NH2:18])[cH:13][cH:14][n:15][c:16]23)[c:19]([Cl:23])[cH:20][cH:21][cH:22]1.[cH:29]1[cH:30][cH:31][n:32][cH:33][cH:34]1>>[Cl:1][c:2]1[c:3]([C:4](=[O:5])[NH:6][c:7]2[cH:8][cH:9][cH:10][c:11]3[c:12]([NH:17][NH:18][S:25]([CH3:24])(=[O:27])=[O:28])[cH:13][cH:14][n:15][c:16]23)[c:19]([Cl:23])[cH:20][cH:21][cH:22]1. The reactants are [BH4-].[Na+] (sodium borohydride), [OH-].[Na+] (sodium hydroxide), C(C)(C)(C)OC(=O)N1C[C@H](CC1)N ((S)-3-aminopyrrolidine-1-carboxylic acid tert-butyl ester), CC(=O)C1=C(C=C(C=C1)Cl)Cl (2,4-dichloroacetophenone). The solvent is C1(=CC=CC=C1)C (toluene). The product is CC(C)CCC (2-methylpentane), C(C)(C)(C)OC(=O)N1C[C@H](CC1)NC(C)C1=C(C=C(C=C1)Cl)Cl ((S)-3-[1-(2,4-dichlorophenyl)-ethylamino]-pyrrolidine-1-carboxylic acid tert-butyl ester). The yield is 56.7%. As a reaction SMILES: [C:1]([O:5][C:6]([N:8]1[CH2:12][CH2:11][C@H:10]([NH2:13])[CH2:9]1)=[O:7])([CH3:4])([CH3:3])[CH3:2].[CH3:14][C:15]([C:17]1[CH:22]=[CH:21][C:20]([Cl:23])=[CH:19][C:18]=1[Cl:24])=O.[BH4-].[Na+].[OH-].[Na+]>C1(C)C=CC=CC=1>[CH3:15][CH:17]([CH2:18][CH2:19][CH3:20])[CH3:22].[C:1]([O:5][C:6]([N:8]1[CH2:12][CH2:11][C@H:10]([NH:13][CH:15]([C:17]2[CH:22]=[CH:21][C:20]([Cl:23])=[CH:19][C:18]=2[Cl:24])[CH3:14])[CH2:9]1)=[O:7])([CH3:4])([CH3:2])[CH3:3] |f:2.3,4.5|. Procedure details: Stir a mixture of (S)-3-aminopyrrolidine-1-carboxylic acid tert-butyl ester (10.4 g, 55.7 mmol) and 2,4-dichloroacetophenone (10.5 g, 55 mmol) in dry toluene (400 mL) at 110° C. for 48 h. Concentrate and dissolve the residue in methanol (160 mL), add sodium borohydride (3.37 g, 89 mmol) slowly and stir for 20 min. Add 1 N sodium hydroxide (200 mL) and extract with diethyl ether. Combine the organic layers, wash with water, dry (magnesium sulfate), concentrate and chromatograph on silica gel, elu... The reactants are [Cl-].[NH4+] (ammonium chloride), C(C)[Zn]CC (Diethylzinc), ICI (diiodomethane), CC(C(O)C=1C=NC=CC1)=C (2-methyl-1-(pyridin-3-yl)prop-2-en-1-ol). The solvent is O (water), ClCCl (dichloromethane). Run at temperature 0 celsius, time 2.5 hour. Product: CC1(CC1)C(O)C=1C=NC=CC1 ((1-methylcyclopropyl)(pyridin-3-yl)methanol). Yield: 78.3%. As a reaction SMILES: [CH3:1][C:2](=[CH2:11])[CH:3]([C:5]1[CH:6]=[N:7][CH:8]=[CH:9][CH:10]=1)[OH:4].[CH2:12]([Zn]CC)C.ICI.[Cl-].[NH4+]>ClCCl.O>[CH3:11][C:2]1([CH:3]([C:5]2[CH:6]=[N:7][CH:8]=[CH:9][CH:10]=2)[OH:4])[CH2:12][CH2:1]1 |f:3.4|. Procedure: In dichloromethane (40.0 mL) was dissolved 2-methyl-1-(pyridin-3-yl)prop-2-en-1-ol (1.04 g, 6.95 mmol) obtained in Step 1. Diethylzinc (1.09 mol/L solution in n-hexane, 31.9 mL, 34.7 mmol) and diiodomethane (2.80 mL, 34.7 mmol) were added dropwise at −10° C. and the mixture was stirred at 0° C. for 2.5 hours. A saturated aqueous ammonium chloride solution and water were added to the reaction mixture. Extraction with ethyl acetate, washing with saturated brine and drying over anhydrous sodium sul... RXN SMILES: [Br-:18].[CH2:26]1[O:27][CH2:28][CH2:29][CH2:30]1.[CH3:19][Mg+:20].[CH3:21][CH2:22][O:23][CH2:24][CH3:25].[o:1]1[cH:2][cH:3][c:4]2[c:5]1[cH:6][cH:7][c:8]([C:10](=[O:11])[c:12]1[cH:13][cH:14][cH:15][cH:16][cH:17]1)[cH:9]2>>[o:1]1[cH:2][cH:3][c:4]2[c:5]1[cH:6][cH:7][c:8]([C:10]([OH:11])([c:12]1[cH:13][cH:14][cH:15][cH:16][cH:17]1)[CH3:21])[cH:9]2. The product is CC(O)(c1ccccc1)c1ccc2occc2c1. Starting materials: [Br-], C1CCOC1, C[Mg+], CCOCC, O=C(c1ccccc1)c1ccc2occc2c1.